From a dataset of the Open Reaction Database (ORD), a public repository of structured organic reaction records. describe an organic reaction: reactants, conditions, products, and yield Reactants: Cc1cc(C(=O)NC(COCC(=O)OC(C)(C)C)c2nc3cc(Cl)ccc3[nH]2)ccc1C(=O)N1CCCC1, CO, Cl, ClCCl, O=C(O)C(F)(F)F. Yields the product Cc1cc(C(=O)NC(COCC(=O)O)c2nc3cc(Cl)ccc3[nH]2)ccc1C(=O)N1CCCC1. As a reaction SMILES: [C:1]([CH3:2])([CH3:3])([CH3:4])[O:5][C:6](=[O:7])[CH2:8][O:9][CH2:10][CH:11]([c:12]1[n:13][c:14]2[c:15]([nH:16]1)[cH:17][cH:18][c:19]([Cl:21])[cH:20]2)[NH:22][C:23]([c:24]1[cH:25][c:26]([CH3:37])[c:27]([C:30](=[O:31])[N:32]2[CH2:33][CH2:34][CH2:35][CH2:36]2)[cH:28][cH:29]1)=[O:38].[CH3:47][OH:48].[Cl:46].[Cl:49][CH2:50][Cl:51].[OH:39][C:40]([C:41]([F:42])([F:43])[F:44])=[O:45]>>[O:5]=[C:6]([OH:7])[CH2:8][O:9][CH2:10][CH:11]([c:12]1[n:13][c:14]2[c:15]([nH:16]1)[cH:17][cH:18][c:19]([Cl:21])[cH:20]2)[NH:22][C:23]([c:24]1[cH:25][c:26]([CH3:37])[c:27]([C:30](=[O:31])[N:32]2[CH2:33][CH2:34][CH2:35][CH2:36]2)[cH:28][cH:29]1)=[O:38].